Dataset: the Open Reaction Database (ORD), a public repository of structured organic reaction records. Task: describe an organic reaction: reactants, conditions, products, and yield Reactants: ClC=1C=CC2=C(C(=CO2)COC2=C3C=C(NC3=CC=C2)C(=O)O)C1 (4-(5-chloro-benzofuran-3-ylmethoxy)-1H-indole-2-carboxylic acid), Cl.Cl.Cl.[C@H]1(CCCN2CCCC[C@H]12)CN1CCC(CC1)N (1-[(1S,9aR)-1-(Octahydro-quinolizin-1-yl)methyl]-piperidin-4-ylamine tri-hydrochloride). Product: Cl.Cl.[C@H]1(CCCN2CCCC[C@H]12)CN1CCC(CC1)NC(=O)C=1NC2=CC=CC(=C2C1)OCC1=COC2=C1C=C(C=C2)Cl (4-(5-chloro-benzofuran-3-ylmethoxy)-1H-indole-2-carboxylic acid {1-[(1S,9aR)-1-(octahydro-quinolizin-1-yl)methyl]-piperidin-4-yl}-amide dihydrochloride). Reaction SMILES: [Cl:1][C:2]1[CH:3]=[CH:4][C:5]2[O:9][CH:8]=[C:7]([CH2:10][O:11][C:12]3[CH:20]=[CH:19][CH:18]=[C:17]4[C:13]=3[CH:14]=[C:15]([C:21]([OH:23])=O)[NH:16]4)[C:6]=2[CH:24]=1.[ClH:25].Cl.Cl.[C@H:28]1([CH2:38][N:39]2[CH2:44][CH2:43][CH:42]([NH2:45])[CH2:41][CH2:40]2)[C@@H:37]2[N:32]([CH2:33][CH2:34][CH2:35][CH2:36]2)[CH2:31][CH2:30][CH2:29]1>>[ClH:1].[ClH:25].[C@H:28]1([CH2:38][N:39]2[CH2:44][CH2:43][CH:42]([NH:45][C:21]([C:15]3[NH:16][C:17]4[C:13]([CH:14]=3)=[C:12]([O:11][CH2:10][C:7]3[C:6]5[CH:24]=[C:2]([Cl:1])[CH:3]=[CH:4][C:5]=5[O:9][CH:8]=3)[CH:20]=[CH:19][CH:18]=4)=[O:23])[CH2:41][CH2:40]2)[C@@H:37]2[N:32]([CH2:33][CH2:34][CH2:35][CH2:36]2)[CH2:31][CH2:30][CH2:29]1 |f:1.2.3.4,5.6.7|. Procedure: This compound is synthesized from 4-(5-chloro-benzofuran-3-ylmethoxy)-1H-indole-2-carboxylic acid (97) (preparation see below) and amine 61 analogously to the method described in example 1. As a reaction SMILES: [CH3:21][C:22](=[O:23])[CH3:24].[CH3:28][N:29]([c:30]1[cH:31][cH:32][n:33][cH:34][cH:35]1)[CH3:36].[Cl:25][CH2:26][Cl:27].[NH2:12][CH:13]([CH:14]([CH3:15])[CH2:16][CH3:17])[C:18](=[O:19])[OH:20].[O:1]=[c:2]1[nH:3][c:4](=[O:11])[cH:5][c:6]([C:8](=[O:9])[Br:10])[nH:7]1>>[O:1]=[c:2]1[nH:3][c:4](=[O:11])[cH:5][c:6]([C:8](=[O:9])[NH:12][CH:13]([CH:14]([CH3:15])[CH2:16][CH3:17])[C:18](=[O:19])[OH:20])[nH:7]1. Product: CCC(C)C(NC(=O)c1cc(=O)[nH]c(=O)[nH]1)C(=O)O. Reactants: CC(C)=O, CN(C)c1ccncc1, ClCCl, CCC(C)C(N)C(=O)O, O=C(Br)c1cc(=O)[nH]c(=O)[nH]1. Reactants: Cl.Cl.C12C=3C=C(C=CC3C(CNC1)C2)NC2=NC=C(C(=N2)NC2CC2)C(F)(F)F ((+/−)-N2-(10-Aza-tricyclo[6.3.1.02.7]dodeca-2(7),3,5-trien-4-yl)-N4-cyclopropyl-5-trifluoromethyl-pyrimidine-2,4-diamine dihydrochloride salt), CCN(C(C)C)C(C)C (DIEA), Cl.C(C1=CN=CC=C1)(=O)Cl (nicotinoyl chloride hydrochloride). The solvent is O1CCOCC1 (1,4-dioxane). Run at time 4 hour. The product is C1(CC1)C1=NC(=NC=C1C(F)(F)F)NC1=CC=2C3CN(CC(C2C=C1)C3)C(=O)C=3C=NC=CC3 ((+/−)-[4-(4-cyclopropyl-5-trifluoromethyl-pyrimidine-2-ylamino)-10-aza-tricyclo[6.3.1.02.7]dodeca-2(7),3,5-trien-10-yl]pyridine-3-yl-methanone). Isolated yield 25.0%. Reaction SMILES: Cl.Cl.[CH:3]12[CH2:14][CH:10]([CH2:11][NH:12][CH2:13]1)[C:9]1[CH:8]=[CH:7][C:6]([NH:15][C:16]3[N:21]=[C:20](NC4CC4)[C:19]([C:26]([F:29])([F:28])[F:27])=[CH:18][N:17]=3)=[CH:5][C:4]2=1.CCN([CH:36]([CH3:38])[CH3:37])C(C)C.Cl.[C:40](Cl)(=[O:47])[C:41]1[CH:46]=[CH:45][CH:44]=[N:43][CH:42]=1>O1CCOCC1>[CH:36]1([C:20]2[C:19]([C:26]([F:28])([F:29])[F:27])=[CH:18][N:17]=[C:16]([NH:15][C:6]3[CH:7]=[CH:8][C:9]4[CH:10]5[CH2:14][CH:3]([CH2:13][N:12]([C:40]([C:41]6[CH:42]=[N:43][CH:44]=[CH:45][CH:46]=6)=[O:47])[CH2:11]5)[C:4]=4[CH:5]=3)[N:21]=2)[CH2:38][CH2:37]1 |f:0.1.2,4.5|. Procedure details: A solution of 13 (200 mg, 446 μmol) and DIEA (124 μL, 880 μmol) in 1,4-dioxane (2 mL) was treated with in one portion with nicotinoyl chloride hydrochloride (80 mg, 446 μmol). The mixture was stirred at room temperature for 4 hours and concentrated under reduced pressure. The resultant residue was purified on silica (3% CH3OH/CH2Cl2) to provide 15 as an off-white solid (52 mg, 20% yield). HPLC Rt 5.7 minutes; LC/MS (Method F) m/z 427 (MH+). Reactants: Brc1ccncc1, N#Cc1ccccc1N, Cl, O=S(=O)(O)O, c1ccccc1. The product is Nc1ccccc1C(=O)c1ccncc1. Reaction SMILES: [Br:1][c:2]1[cH:3][cH:4][n:5][cH:6][cH:7]1.[C:9]([c:10]1[c:11]([NH2:12])[cH:13][cH:14][cH:15][cH:16]1)#[N:17].[ClH:8].[S:18]([OH:19])(=[O:20])(=[O:21])[OH:22].[cH:23]1[cH:24][cH:25][cH:26][cH:27][cH:28]1>>[c:2]1([C:9]([c:10]2[c:11]([NH2:12])[cH:13][cH:14][cH:15][cH:16]2)=[O:19])[cH:3][cH:4][n:5][cH:6][cH:7]1. Starting materials: CCC(=O)NCCC1=CCC2=C1C1=C(OCCC1)C(Br)C2, CCO. Yields the product CCC(=O)NCCC1=CCC2=C1C1=C(CC2)OCCC1. RXN SMILES: [Br:1][CH:2]1[CH2:3][C:4]2=[C:5]([C:6]3=[C:11]1[O:10][CH2:9][CH2:8][CH2:7]3)[C:12]([CH2:15][CH2:16][NH:17][C:18]([CH2:19][CH3:20])=[O:21])=[CH:13][CH2:14]2.[CH3:22][CH2:23][OH:24]>>[CH2:2]1[CH2:3][C:4]2=[C:5]([C:6]3=[C:11]1[O:10][CH2:9][CH2:8][CH2:7]3)[C:12]([CH2:15][CH2:16][NH:17][C:18]([CH2:19][CH3:20])=[O:21])=[CH:13][CH2:14]2.